Dataset: the Open Reaction Database (ORD), a public repository of structured organic reaction records. Task: describe an organic reaction: reactants, conditions, products, and yield Reactants: CCOC(C)=O, N#Cc1cncc(C#Cc2ccc(F)c(CO)c2)c1, O=S(Cl)Cl. The product is N#Cc1cncc(C#Cc2ccc(F)c(CCl)c2)c1. As a reaction SMILES: [CH3:24][CH2:25][O:26][C:27](=[O:28])[CH3:29].[F:5][c:6]1[c:7]([CH2:22][OH:23])[cH:8][c:9]([C:12]#[C:13][c:14]2[cH:15][n:16][cH:17][c:18]([C:19]#[N:20])[cH:21]2)[cH:10][cH:11]1.[S:1]([Cl:2])([Cl:3])=[O:4]>>[Cl:3][CH2:22][c:7]1[c:6]([F:5])[cH:11][cH:10][c:9]([C:12]#[C:13][c:14]2[cH:15][n:16][cH:17][c:18]([C:19]#[N:20])[cH:21]2)[cH:8]1. The reactants are CO, S1(N(C(c2c1cccc2)=O)C=O)(=O)=O, C1(C=C(CC1)OS(=O)(=O)c1ccc(cc1)C)=O. Reagents/catalysts: c1ccc(cc1)-c2c3ccccc3cc4ccccc24 (9-Phenylanthracene), C(=O)(O)[O-].[Na+] (NaHCO3), 3G OMs XanthPhos. Run in CO (MeOH). Run at temperature 110 celsius, time 18 hour. Yields the product COC(=O)C1=CC(=O)CC1. As a reaction SMILES: Cc1ccc(S(OC(CCC2=O)=C2)(=O)=[O:1])cc1.[CH3:2][OH:3].O=CN1S(=O)(=O)[c:10]([c:6]2[C:4]1=[O:5])[cH:9]c[cH:8][cH:7]2>>[CH3:2][O:3][C:4]([C:6]([CH2:10][CH2:9][C:8]1=[O:1])=[CH:7]1)=[O:5]. Reactants: C(C)O (ethanol), O (water). Yields the product OC[C@H](O)[C@@H](O)[C@H](O)[C@H](O)CO (sorbitol). RXN SMILES: [CH2:1]([OH:3])[CH3:2].[OH2:4]>>[OH:3][CH2:1][C@@H:2]([C@H:1]([C@@H:2]([C@@H:1]([CH2:2][OH:4])[OH:3])[OH:4])[OH:3])[OH:4]. Procedure details: A solution is formed of the ethanol, water and sorbitol ingredients. The Pluronic F-108 is added, followed by potassium bicarbonate/zinc oxide and other ingredients in the listed order with high speed stirring.